From a dataset of the Open Reaction Database (ORD), a public repository of structured organic reaction records. describe an organic reaction: reactants, conditions, products, and yield The product is CCCCNc1cc(F)ccc1C=CC(=O)O. Starting materials: C1CCOC1, CCCCNc1cc(F)ccc1C=CC(=O)OC, CO, [Li+], [OH-]. Reaction SMILES: [CH2:21]1[O:22][CH2:23][CH2:24][CH2:25]1.[CH3:1][O:2][C:3]([CH:4]=[CH:5][c:6]1[c:7]([NH:13][CH2:14][CH2:15][CH2:16][CH3:17])[cH:8][c:9]([F:12])[cH:10][cH:11]1)=[O:18].[CH3:26][OH:27].[Li+:20].[OH-:19]>>[O:2]=[C:3]([CH:4]=[CH:5][c:6]1[c:7]([NH:13][CH2:14][CH2:15][CH2:16][CH3:17])[cH:8][c:9]([F:12])[cH:10][cH:11]1)[OH:18]. Reactants: C1CCOC1, CCN(C(C)C)C(C)C, Clc1cccc(Nc2nccc(Cl)n2)c1, CC(=O)N1CCN(CCCN)CC1. Yields the product CC(=O)N1CCN(CCCNc2ccnc(Nc3cccc(Cl)c3)n2)CC1. Reaction SMILES: [CH2:38]1[O:39][CH2:40][CH2:41][CH2:42]1.[CH:16]([N:17]([CH2:18][CH3:19])[CH:20]([CH3:21])[CH3:22])([CH3:23])[CH3:24].[Cl:1][c:2]1[n:3][c:4]([NH:8][c:9]2[cH:10][c:11]([Cl:15])[cH:12][cH:13][cH:14]2)[n:5][cH:6][cH:7]1.[NH2:25][CH2:26][CH2:27][CH2:28][N:29]1[CH2:30][CH2:31][N:32]([C:35]([CH3:36])=[O:37])[CH2:33][CH2:34]1>>[c:2]1([NH:25][CH2:26][CH2:27][CH2:28][N:29]2[CH2:30][CH2:31][N:32]([C:35]([CH3:36])=[O:37])[CH2:33][CH2:34]2)[n:3][c:4]([NH:8][c:9]2[cH:10][c:11]([Cl:15])[cH:12][cH:13][cH:14]2)[n:5][cH:6][cH:7]1.